Dataset: the Open Reaction Database (ORD), a public repository of structured organic reaction records. Task: describe an organic reaction: reactants, conditions, products, and yield The reactants are C1(CCCCC1)CC1N(CCCC1)CCC1=C(NC2=CC=C(C=C12)OC)C (3-[2-(2-cyclohexylmethylpiperidino)ethyl]-5-methoxy-2-methylindole), [H-].[Na+] (sodium hydride), [Na] (sodium), BrC1=C(C(=O)Cl)C=CC(=C1)Cl (2-bromo-4-chlorobenzoyl chloride). Solvent: CN(C)C=O (DMF). Product: BrC1=C(C(=O)N2C(=C(C3=CC(=CC=C23)OC)CCN2C(CCCC2)CC2CCCCC2)C)C=CC(=C1)Cl (1-(2-Bromo-4-chlorobenzoyl)-3-[2-(2-cyclohexylmethylpiperidino)ethyl]-5-methoxy-2-methylindole). Reaction SMILES: [CH:1]1([CH2:7][CH:8]2[CH2:13][CH2:12][CH2:11][CH2:10][N:9]2[CH2:14][CH2:15][C:16]2[C:24]3[C:19](=[CH:20][CH:21]=[C:22]([O:25][CH3:26])[CH:23]=3)[NH:18][C:17]=2[CH3:27])[CH2:6][CH2:5][CH2:4][CH2:3][CH2:2]1.[H-].[Na+].[Na].[Br:31][C:32]1[CH:40]=[C:39]([Cl:41])[CH:38]=[CH:37][C:33]=1[C:34](Cl)=[O:35]>CN(C=O)C>[Br:31][C:32]1[CH:40]=[C:39]([Cl:41])[CH:38]=[CH:37][C:33]=1[C:34]([N:18]1[C:19]2[C:24](=[CH:23][C:22]([O:25][CH3:26])=[CH:21][CH:20]=2)[C:16]([CH2:15][CH2:14][N:9]2[CH2:10][CH2:11][CH2:12][CH2:13][CH:8]2[CH2:7][CH:1]2[CH2:6][CH2:5][CH2:4][CH2:3][CH2:2]2)=[C:17]1[CH3:27])=[O:35] |f:1.2,^1:29|. Reported procedure: 1-(2-Bromo-4-chlorobenzoyl)-3-[2-(2-cyclohexylmethylpiperidino)ethyl]-5-methoxy-2-methylindole is prepared by reaction of 3-[2-(2-cyclohexylmethylpiperidino)ethyl]-5-methoxy-2-methylindole with sodium hydride in DMF and reaction of the resulting sodium salt with 2-bromo-4-chlorobenzoyl chloride following the procedure described above in Example 1. Starting materials: CC(=O)SCC1CCCCCCC(C(=O)O)NC1=O, CCOC(=O)C1CC(O)CN1, ClCCl, CN1CCOCC1, CCN=C=NCCCN(C)C, Cl, Cl, On1nnc2ccccc21. Product: CCOC(=O)C1CC(O)CN1C(=O)C1CCCCCCC(CSC(C)=O)C(=O)N1. RXN SMILES: [C:1]([CH3:2])(=[O:3])[S:4][CH2:5][CH:6]1[C:7](=[O:19])[NH:8][CH:9]([C:16](=[O:17])[OH:18])[CH2:10][CH2:11][CH2:12][CH2:13][CH2:14][CH2:15]1.[CH2:38]([CH3:39])[O:40][C:41]([CH:42]1[NH:43][CH2:44][CH:45]([OH:47])[CH2:46]1)=[O:48].[CH2:61]([Cl:62])[Cl:63].[CH3:30][N:31]1[CH2:32][CH2:33][O:34][CH2:35][CH2:36]1.[CH3:50][N:51]([CH2:52][CH2:53][CH2:54][N:55]=[C:56]=[N:57][CH2:58][CH3:59])[CH3:60].[ClH:37].[ClH:49].[OH:20][n:21]1[c:22]2[cH:23][cH:24][cH:25][cH:26][c:27]2[n:28][n:29]1>>[C:1]([CH3:2])(=[O:3])[S:4][CH2:5][CH:6]1[C:7](=[O:19])[NH:8][CH:9]([C:16](=[O:18])[N:43]2[CH:42]([C:41]([O:40][CH2:38][CH3:39])=[O:48])[CH2:46][CH:45]([OH:47])[CH2:44]2)[CH2:10][CH2:11][CH2:12][CH2:13][CH2:14][CH2:15]1. Starting materials: C=C(C)CC1(c2ccccc2)CCN(C(C)c2ccc(Br)cc2C)C(=O)O1, ClCCl, O=C(OO)c1cccc(Cl)c1. Yields the product Cc1cc(Br)ccc1C(C)N1CCC(CC2(C)CO2)(c2ccccc2)OC1=O. Reaction SMILES: [Br:1][c:2]1[cH:3][c:4]([CH3:27])[c:5]([CH:8]([CH3:9])[N:10]2[C:11](=[O:26])[O:12][C:13]([c:16]3[cH:17][cH:18][cH:19][cH:20][cH:21]3)([CH2:22][C:23](=[CH2:24])[CH3:25])[CH2:14][CH2:15]2)[cH:6][cH:7]1.[Cl:39][CH2:40][Cl:41].[OH:28][O:29][C:30]([c:31]1[cH:32][c:33]([Cl:34])[cH:35][cH:36][cH:37]1)=[O:38]>>[Br:1][c:2]1[cH:3][c:4]([CH3:27])[c:5]([CH:8]([CH3:9])[N:10]2[C:11](=[O:26])[O:12][C:13]([c:16]3[cH:17][cH:18][cH:19][cH:20][cH:21]3)([CH2:22][C:23]3([CH3:25])[CH2:24][O:28]3)[CH2:14][CH2:15]2)[cH:6][cH:7]1. The reactants are C(CCC)[Li] (n-butyllithium), C(C)(C)(C)NC(=O)C=1SC(=CC1)CC (5-ethyl-2-thiophenecarboxylic acid, N-t-butyl amide), COC=1C=C2C=C(CCC2=CC1OC)[N+](=O)[O-] (1,2-dihydro-6,7-dimethoxy-3-nitronaphthalene). Solvent: C1CCOC1 (THF), C1CCOC1 (THF). Conditions: temperature -78 celsius, time 40 minute. Product: C(C)(C)(C)NC(=O)C=1SC(=CC1[C@H]1[C@@H](CCC2=CC(=C(C=C12)OC)OC)[N+](=O)[O-])CC (trans-3-(1,2,3,4-tetrahydro-6,7-dimethoxy-2-nitronaphthalene-1-yl)-5-ethyl -2-thiophenecarboxylic acid, N-t-butylamide). Yield: 50.1%. RXN SMILES: [C:1]([NH:5][C:6]([C:8]1[S:9][C:10]([CH2:13][CH3:14])=[CH:11][CH:12]=1)=[O:7])([CH3:4])([CH3:3])[CH3:2].C([Li])CCC.[CH3:20][O:21][C:22]1[CH:23]=[C:24]2[C:29](=[CH:30][C:31]=1[O:32][CH3:33])[CH2:28][CH2:27][C:26]([N+:34]([O-:36])=[O:35])=[CH:25]2>C1COCC1>[C:1]([NH:5][C:6]([C:8]1[S:9][C:10]([CH2:13][CH3:14])=[CH:11][C:12]=1[C@@H:25]1[C:24]2[C:29](=[CH:30][C:31]([O:32][CH3:33])=[C:22]([O:21][CH3:20])[CH:23]=2)[CH2:28][CH2:27][C@H:26]1[N+:34]([O-:36])=[O:35])=[O:7])([CH3:4])([CH3:3])[CH3:2]. Procedure: To a solution of 5.4 g (25.5 mmol) of 5-ethyl-2-thiophenecarboxylic acid, N-t-butyl amide, from step 3b above, in 80 mL of THF cooled to -78° C. was added 20.4 mL (51.1 mmol) of n-butyllithium (2.5M in hexane). The solution was then stirred at 0° for 40 min, then re-cooled to -78° C., and a solution of 6.0 g of 1,2-dihydro-6,7-dimethoxy-3-nitronaphthalene, from Example 1 b above, in 100 mL of THF cooled to -78° C. was added via cannula. The solution was stirred at -78° C. for 1 hour and at 0° C.... Starting materials: CCN=C=NCCCN(C)C, CN(C)C=O, CCOC(C)=O, Cl, O=C(O)c1ccc(F)c2ccccc12, NC(Cc1ccc(CC(F)(F)C(F)(F)F)cc1)C(O)c1cccc(Cl)c1, O, On1nnc2ccccc21. Yields the product O=C(NC(Cc1ccc(CC(F)(F)C(F)(F)F)cc1)C(O)c1cccc(Cl)c1)c1ccc(F)c2ccccc12. Reaction SMILES: [CH2:16]([N:17]=[C:18]=[N:19][CH2:20][CH2:21][CH2:22][N:23]([CH3:24])[CH3:25])[CH3:26].[CH3:64][N:65]([CH3:66])[CH:67]=[O:68].[CH3:69][CH2:70][O:71][C:72](=[O:73])[CH3:74].[ClH:15].[F:1][c:2]1[cH:3][cH:4][c:5]([C:12](=[O:13])[OH:14])[c:6]2[cH:7][cH:8][cH:9][cH:10][c:11]12.[NH2:38][CH:39]([CH:40]([OH:41])[c:42]1[cH:43][c:44]([Cl:48])[cH:45][cH:46][cH:47]1)[CH2:49][c:50]1[cH:51][cH:52][c:53]([CH2:56][C:57]([C:58]([F:59])([F:60])[F:61])([F:62])[F:63])[cH:54][cH:55]1.[OH2:27].[OH:28][n:29]1[c:30]2[cH:31][cH:32][cH:33][cH:34][c:35]2[n:36][n:37]1>>[F:1][c:2]1[cH:3][cH:4][c:5]([C:12](=[O:14])[NH:38][CH:39]([CH:40]([OH:41])[c:42]2[cH:43][c:44]([Cl:48])[cH:45][cH:46][cH:47]2)[CH2:49][c:50]2[cH:51][cH:52][c:53]([CH2:56][C:57]([C:58]([F:59])([F:60])[F:61])([F:62])[F:63])[cH:54][cH:55]2)[c:6]2[cH:7][cH:8][cH:9][cH:10][c:11]12.